This data is from the Open Reaction Database (ORD), a public repository of structured organic reaction records. The task is: describe an organic reaction: reactants, conditions, products, and yield The reactants are CC1=NC(=NC(=C1NC(OC(C)(C)C)=O)C)OCC(=O)N(C1CCNCC1)C (tert-butyl 4,6-dimethyl-2-(2-(methyl(piperidine-4-yl)amino)-2-oxoethoxy)pyrimidine-5-ylcarbamate), CC1(OB(OC1(C)C)C=1C=NC=CC1)C (3-(4,4,5,5-tetramethyl-1,3,2-dioxaborolane-2-yl)pyridine). The reagents and catalysts are C(C)(=O)[O-].[Cu+2].C(C)(=O)[O-] (copper (II) acetate). Solvent: N1=CC=CC=C1 (pyridine). Yields the product CC1=NC(=NC(=C1NC(OC(C)(C)C)=O)C)OCC(=O)N(C1CCN(CC1)C=1C=NC=CC1)C (tert-butyl 4,6-dimethyl-2-(2-(methyl(1-(pyridine-3-yl)piperidine-4-yl)amino)-2-oxoethoxy)pyrimidine-5-ylcarbamate). Reaction SMILES: [CH3:1][C:2]1[C:7]([NH:8][C:9](=[O:15])[O:10][C:11]([CH3:14])([CH3:13])[CH3:12])=[C:6]([CH3:16])[N:5]=[C:4]([O:17][CH2:18][C:19]([N:21]([CH3:28])[CH:22]2[CH2:27][CH2:26][NH:25][CH2:24][CH2:23]2)=[O:20])[N:3]=1.CC1(C)C(C)(C)OB([C:37]2[CH:38]=[N:39][CH:40]=[CH:41][CH:42]=2)O1>C([O-])(=O)C.[Cu+2].C([O-])(=O)C.N1C=CC=CC=1>[CH3:16][C:6]1[C:7]([NH:8][C:9](=[O:15])[O:10][C:11]([CH3:14])([CH3:12])[CH3:13])=[C:2]([CH3:1])[N:3]=[C:4]([O:17][CH2:18][C:19]([N:21]([CH3:28])[CH:22]2[CH2:23][CH2:24][N:25]([C:37]3[CH:38]=[N:39][CH:40]=[CH:41][CH:42]=3)[CH2:26][CH2:27]2)=[O:20])[N:5]=1 |f:2.3.4|. Procedure: The title compound was synthesized from Compound 31, 3-(4,4,5,5-tetramethyl-1,3,2-dioxaborolane-2-yl)pyridine, copper (II) acetate and pyridine in the same manner as in Example 32. Starting materials: BrC1=C(C=C(C(=O)O)C=C1)Cl (4-bromo-3-chlorobenzoic acid), C(C)(=O)O (Acetic acid). The solvent is O1CCCC1 (tetrahydrofuran), O1CCCC1 (tetrahydrofuran). Run at temperature 40 celsius, time 8 hour. Product: BrC1=C(C=C(C=C1)CO)Cl ((4-bromo-3-chlorophenyl)methanol). Isolated yield 177.0%. RXN SMILES: [Br:1][C:2]1[CH:10]=[CH:9][C:5]([C:6](O)=[O:7])=[CH:4][C:3]=1[Cl:11].C(O)(=O)C>O1CCCC1>[Br:1][C:2]1[CH:10]=[CH:9][C:5]([CH2:6][OH:7])=[CH:4][C:3]=1[Cl:11]. Procedure: A solution of BH3 (34 mL, IM in tetrahydrofuran) was added dropwise to the solution of 4-bromo-3-chlorobenzoic acid (2.5 g, 11.4 mmol) in tetrahydrofuran at 0° C. The mixture was stirred at 40° C. overnight. Acetic acid (5 mL) was added dropwise to the reaction mixture. The mixture was concentrated to give a residue. The residue was purified by column chromatography (silica gel, petroleum ethe/ethyl acetate=1:1) to give (4-bromo-3-chlorophenyl)methanol as a white solid (4.47 g, 91%). 1H NMR (300...